From a dataset of the Open Reaction Database (ORD), a public repository of structured organic reaction records. describe an organic reaction: reactants, conditions, products, and yield Starting materials: COC(=O)c1cc([N+](=O)[O-])ccc1Br, O=C([O-])[O-], COc1ncccc1B(O)O, CN(C)C=O, [Cs+], [Cs+], O, Cl[Pd]Cl, c1ccc(P(c2ccccc2)c2ccccc2)cc1, c1ccc(P(c2ccccc2)c2ccccc2)cc1. The product is COC(=O)c1cc([N+](=O)[O-])ccc1-c1cccnc1OC. RXN SMILES: [Br:12][c:13]1[c:14]([C:15](=[O:16])[O:17][CH3:18])[cH:19][c:20]([N+:23](=[O:24])[O-:25])[cH:21][cH:22]1.[C:26](=[O:27])([O-:28])[O-:29].[CH3:1][O:2][c:3]1[n:4][cH:5][cH:6][cH:7][c:8]1[B:9]([OH:10])[OH:11].[CH3:33][N:34]([CH3:35])[CH:36]=[O:37].[Cs+:30].[Cs+:31].[OH2:32].[Pd:38]([Cl:39])[Cl:40].[c:41]1([P:42]([c:43]2[cH:44][cH:45][cH:46][cH:47][cH:48]2)[c:49]2[cH:50][cH:51][cH:52][cH:53][cH:54]2)[cH:55][cH:56][cH:57][cH:58][cH:59]1.[c:60]1([P:61]([c:62]2[cH:63][cH:64][cH:65][cH:66][cH:67]2)[c:68]2[cH:69][cH:70][cH:71][cH:72][cH:73]2)[cH:74][cH:75][cH:76][cH:77][cH:78]1>>[CH3:1][O:2][c:3]1[n:4][cH:5][cH:6][cH:7][c:8]1-[c:13]1[c:14]([C:15](=[O:16])[O:17][CH3:18])[cH:19][c:20]([N+:23](=[O:24])[O-:25])[cH:21][cH:22]1.